From a dataset of the Open Reaction Database (ORD), a public repository of structured organic reaction records. describe an organic reaction: reactants, conditions, products, and yield The product is CC(O)(CO[Si](C)(C)C(C)(C)C)c1ncc(-c2cc(F)cc(Nc3ncc(F)c(C4CC4)n3)c2)s1. Reactants: CC(=O)CO[Si](C)(C)C(C)(C)C, CC(C)[N-]C(C)C, Fc1cc(Nc2ncc(F)c(C3CC3)n2)cc(-c2cncs2)c1, [Li+], C1CCOC1. As a reaction SMILES: [C:32]([CH3:33])([CH3:34])([CH3:35])[Si:36]([O:37][CH2:38][C:39](=[O:40])[CH3:41])([CH3:42])[CH3:43].[CH3:2][CH:3]([N-:4][CH:5]([CH3:6])[CH3:7])[CH3:8].[CH:9]1([c:12]2[n:13][c:14]([NH:19][c:20]3[cH:21][c:22]([F:31])[cH:23][c:24](-[c:26]4[cH:27][n:28][cH:29][s:30]4)[cH:25]3)[n:15][cH:16][c:17]2[F:18])[CH2:10][CH2:11]1.[Li+:1].[O:44]1[CH2:45][CH2:46][CH2:47][CH2:48]1>>[CH:9]1([c:12]2[n:13][c:14]([NH:19][c:20]3[cH:21][c:22]([F:31])[cH:23][c:24](-[c:26]4[cH:27][n:28][c:29]([C:39]([CH2:38][O:37][Si:36]([C:32]([CH3:33])([CH3:34])[CH3:35])([CH3:42])[CH3:43])([OH:40])[CH3:41])[s:30]4)[cH:25]3)[n:15][cH:16][c:17]2[F:18])[CH2:10][CH2:11]1. The reactants are OS(=O)(=O)O (H2SO4), O=C1CCC(CC1)C(=O)OCC (ethyl 4-oxo-cyclohexanoate). Conditions: time 2 hour. Product: O=C1CCC(CC1)C(=O)O (4-Oxo-cyclohexanecarboxylic acid). Reaction SMILES: OS(O)(=O)=O.[O:6]=[C:7]1[CH2:12][CH2:11][CH:10]([C:13]([O:15]CC)=[O:14])[CH2:9][CH2:8]1>>[O:6]=[C:7]1[CH2:12][CH2:11][CH:10]([C:13]([OH:15])=[O:14])[CH2:9][CH2:8]1. Procedure: A mixture of 2% H2SO4 and ethyl 4-oxo-cyclohexanoate 46 (10.0 g., 58.7 mmole) was stirred vigorously at 80° for 2 hours. The solution was cooled to r.t. and decanted. The supernatant was extracted with ether (3×150 mL.) and the combined organic layers dried over Na2SO4 and evaporated to dryness. The pale yellow residue was stirred with warm 30% ethyl acetate in hexane (200 mL.) and filtered. The title compound (3.5 g.) precipitated from the filtrate upon cooling. MS (M+H)+ 143.2